This data is from the Open Reaction Database (ORD), a public repository of structured organic reaction records. The task is: describe an organic reaction: reactants, conditions, products, and yield Reactants: N1=C(N)N=C(N)N=C1N (melamine), C=O (formaline), solution, NC(=O)N (urea), NC(=S)N (thiourea), [OH-].[Na+] (sodium hydroxide). The product is N1=C(N)N=C(N)N=C1N.NC(=O)N.NC(=S)N.C=O (melamine urea thiourea formaldehyde). RXN SMILES: [N:1]1[C:8]([NH2:9])=[N:7][C:5]([NH2:6])=[N:4][C:2]=1[NH2:3].[NH2:10][C:11]([NH2:13])=[O:12].[NH2:14][C:15]([NH2:17])=[S:16].[CH2:18]=[O:19].[OH-].[Na+]>>[N:1]1[C:8]([NH2:9])=[N:7][C:5]([NH2:6])=[N:4][C:2]=1[NH2:3].[NH2:10][C:11]([NH2:13])=[O:12].[NH2:14][C:15]([NH2:17])=[S:16].[CH2:18]=[O:19] |f:4.5,6.7.8.9|. Procedure details: Twenty-eight grams of melamine, 29.1 g of urea, 34.6 g of thiourea and 209.3 g of formaline adjusted to pH of 9.0 by an aqueous 5% solution of sodium hydroxide were mixed and reacted at 70° C. for 30 min to obtain an aqueous solution of melamine-urea-thiourea-formaldehyde prepolymer.